Dataset: the Open Reaction Database (ORD), a public repository of structured organic reaction records. Task: describe an organic reaction: reactants, conditions, products, and yield Starting materials: C(=O)O[C@H]1C[C@H]2C[C@H]([C@H]3[C@@H]4CC[C@H]([C@@H](CCC(=O)O)C)[C@]4(CC[C@@H]3[C@]2(CC1)C)C)OC=O (3α,7α-diformyloxy-5β-cholan-24-oic acid), C(=O)O[C@H]1C[C@H]2C[C@@H]([C@H]3[C@@H]4CC[C@H]([C@@H](CCC(=O)O)C)[C@]4(CC[C@@H]3[C@]2(CC1)C)C)OC=O (3α,7β-diformyloxy-5β-cholan-24-oic acid). The product is C(=O)O[C@H]1C[C@H]2CC([C@H]3[C@@H]4CC[C@H]([C@@H](CCC(=O)O)C)[C@]4(CC[C@@H]3[C@]2(CC1)C)C)=O (3α-formyloxy-7-keto-5β-cholan-24 oic acid), C(=O)O[C@H]1C[C@H]2CC[C@H]3[C@@H]4CC[C@H]([C@@H](CCC(=O)O)C)[C@]4(CC[C@@H]3[C@]2(CC1)C)C (3α-formyloxy-5β-cholan-24-oic acid). As a reaction SMILES: [CH:1]([O:3][C@@H:4]1[CH2:27][CH2:26][C@@:25]2([CH3:28])[C@H:6]([CH2:7][C@@H:8]([O:30]C=O)[C@@H:9]3[C@@H:24]2[CH2:23][CH2:22][C@@:21]2([CH3:29])[C@H:10]3[CH2:11][CH2:12][C@@H:13]2[C@H:14]([CH3:20])[CH2:15][CH2:16][C:17]([OH:19])=[O:18])[CH2:5]1)=[O:2].[CH:33]([O:35][C@@H:36]1[CH2:59][CH2:58][C@@:57]2([CH3:60])[C@H:38]([CH2:39][C@H:40](OC=O)[C@@H:41]3[C@@H:56]2[CH2:55][CH2:54][C@@:53]2([CH3:61])[C@H:42]3[CH2:43][CH2:44][C@@H:45]2[C@H:46]([CH3:52])[CH2:47][CH2:48][C:49]([OH:51])=[O:50])[CH2:37]1)=[O:34]>>[CH:1]([O:3][C@@H:4]1[CH2:27][CH2:26][C@@:25]2([CH3:28])[C@H:6]([CH2:7][C:8](=[O:30])[C@@H:9]3[C@@H:24]2[CH2:23][CH2:22][C@@:21]2([CH3:29])[C@H:10]3[CH2:11][CH2:12][C@@H:13]2[C@H:14]([CH3:20])[CH2:15][CH2:16][C:17]([OH:19])=[O:18])[CH2:5]1)=[O:2].[CH:33]([O:35][C@@H:36]1[CH2:59][CH2:58][C@@:57]2([CH3:60])[C@H:38]([CH2:39][CH2:40][C@@H:41]3[C@@H:56]2[CH2:55][CH2:54][C@@:53]2([CH3:61])[C@H:42]3[CH2:43][CH2:44][C@@H:45]2[C@H:46]([CH3:52])[CH2:47][CH2:48][C:49]([OH:51])=[O:50])[CH2:37]1)=[O:34]. Reported procedure: Following the procedures of Example 3 but substituting equivalent amounts of 3α,7α-diformyloxy-5β-cholan-24-oic acid; 3α,7β-diformyloxy-5β-cholan-24-oic acid; or 3α-formyloxy-7-keto-5β-cholan-24 oic acid for the 3α-formyloxy-5β-cholan-24-oic acid there is obtained respectively, 3α,7α-Diformyloxy-5β-cholan-24-oyl chloride; 3α,7β-diformyloxy-5β-cholan-24-oic acid; 3α-formyloxy-7-keto-5β-cholan-24-oyl chloride. Starting materials: [O-]Cl.[Na+] (NaOCl), CC1(CCCC(N1[O])(C)C)C (TEMPO), CC1(CCCC(N1[O])(C)C)C (TEMPO), [O-]Cl.[Na+] (NaOCl), C(C1=CC=CC=C1)(C1=CC=CC=C1)OC(=O)C=1N2C(C(C2SCC1CO)NC(C(=NOC(C1=CC=CC=C1)(C1=CC=CC=C1)C1=CC=CC=C1)C1=NSC(=N1)N)=O)=O (7-[2-(5-amino-[1,2,4]thiadiazol-3-yl)-2-trityloxyimino-acetylamino]-3-hydroxymethyl-8-oxo-5-thia-1-aza-bicyclo[4.2.0]oct-2-ene-2-carboxylic acid benzhydryl ester), [K+].[Br-] (KBr), C(=O)(O)[O-].[Na+] (NaHCO3). Run in O (water), ClCCl (dichloromethane), ClCCl (dichloromethane), O (water). Run at temperature 0 celsius, time 2 hour. Product: C(C1=CC=CC=C1)(C1=CC=CC=C1)OC(=O)C=1N2C(C(C2SCC1C=O)NC(C(=NOC(C1=CC=CC=C1)(C1=CC=CC=C1)C1=CC=CC=C1)C1=NSC(=N1)N)=O)=O (7-[2-(5-amino-[1,2,4]thiadiazol-3-yl)-2-trityloxyimino-acetylamino]-3-formyl-8-oxo-5-thia-1-aza-bicyclo[4.2.0]oct-2-ene-2-carboxylic acid benzhydryl ester). Yield: 74.1%. As a reaction SMILES: CC1(C)N([O])C(C)(C)CCC1.[O-]Cl.[Na+].[CH:15]([O:28][C:29]([C:31]1[N:32]2[CH:35]([S:36][CH2:37][C:38]=1[CH2:39][OH:40])[CH:34]([NH:41][C:42](=[O:71])[C:43]([C:65]1[N:69]=[C:68]([NH2:70])[S:67][N:66]=1)=[N:44][O:45][C:46]([C:59]1[CH:64]=[CH:63][CH:62]=[CH:61][CH:60]=1)([C:53]1[CH:58]=[CH:57][CH:56]=[CH:55][CH:54]=1)[C:47]1[CH:52]=[CH:51][CH:50]=[CH:49][CH:48]=1)[C:33]2=[O:72])=[O:30])([C:22]1[CH:27]=[CH:26][CH:25]=[CH:24][CH:23]=1)[C:16]1[CH:21]=[CH:20][CH:19]=[CH:18][CH:17]=1.[K+].[Br-].C([O-])(O)=O.[Na+]>ClCCl.O>[CH:15]([O:28][C:29]([C:31]1[N:32]2[CH:35]([S:36][CH2:37][C:38]=1[CH:39]=[O:40])[CH:34]([NH:41][C:42](=[O:71])[C:43]([C:65]1[N:69]=[C:68]([NH2:70])[S:67][N:66]=1)=[N:44][O:45][C:46]([C:53]1[CH:54]=[CH:55][CH:56]=[CH:57][CH:58]=1)([C:47]1[CH:48]=[CH:49][CH:50]=[CH:51][CH:52]=1)[C:59]1[CH:64]=[CH:63][CH:62]=[CH:61][CH:60]=1)[C:33]2=[O:72])=[O:30])([C:22]1[CH:23]=[CH:24][CH:25]=[CH:26][CH:27]=1)[C:16]1[CH:17]=[CH:18][CH:19]=[CH:20][CH:21]=1 |f:1.2,4.5,6.7,^1:4|. Reported procedure: 2.1 (via TEMPO, NaOCl): A suspension of 22.47 g 7-[2-(5-amino-[1,2,4]thiadiazol-3-yl)-2-trityloxyimino-acetylamino]-3-hydroxymethyl-8-oxo-5-thia-1-aza-bicyclo[4.2.0]oct-2-ene-2-carboxylic acid benzhydryl ester in 110 ml of dichloromethane was treated with a solution of 369 mg of KBr and 958 mg of NaHCO3 in 70 ml of water, the mixture was cooled to 0° C. and treated with a solution of 391 mg of TEMPO (available from Fluka or as described in Synthesis, 1971, p. 190) in 2 ml of dichloromethane. The... The product is N#CC(c1ccc(Cl)c(Cl)c1)C1CCCC1. Starting materials: C1CCOC1, CC(C)(C)[O-], CCOC(C)=O, BrC1CCCC1, N#CCc1ccc(Cl)c(Cl)c1, [K+], O. Reaction SMILES: [CH2:30]1[O:31][CH2:32][CH2:33][CH2:34]1.[CH3:1][C:2]([CH3:3])([O-:4])[CH3:5].[CH3:24][CH2:25][O:26][C:27]([CH3:28])=[O:29].[CH:18]1([Br:23])[CH2:19][CH2:20][CH2:21][CH2:22]1.[Cl:7][c:8]1[cH:9][c:10]([CH2:15][C:16]#[N:17])[cH:11][cH:12][c:13]1[Cl:14].[K+:6].[OH2:35]>>[Cl:7][c:8]1[cH:9][c:10]([CH:15]([C:16]#[N:17])[CH:18]2[CH2:19][CH2:20][CH2:21][CH2:22]2)[cH:11][cH:12][c:13]1[Cl:14]. Starting materials: N1(CCNCC1)C1=CC(NC=N1)=O (6-piperazin-1-yl-3H-pyrimidin-4-one), N1(CCNCC1)C1=CC(NC=N1)=O (6-piperazin-1-yl-3H-pyrimidin-4-one), C1OC2=C(C=O)C=CC=C2O1 (2,3-(methylenedioxy)benzaldehyde). Product: O1COC2=C1C=CC=C2CN2CCN(CC2)C2=CC(NC=N2)=O (6-(4-Benzo[1,3]dioxol-4-ylmethyl-piperazin-1-yl)-3H -pyrimidin-4-one). RXN SMILES: [N:1]1([C:7]2[N:12]=[CH:11][NH:10][C:9](=[O:13])[CH:8]=2)[CH2:6][CH2:5][NH:4][CH2:3][CH2:2]1.[CH2:14]1[O:24][C:23]2[C:16](=[C:17]([CH:20]=[CH:21][CH:22]=2)[CH:18]=O)[O:15]1>>[O:24]1[C:23]2[CH:22]=[CH:21][CH:20]=[C:17]([CH2:18][N:4]3[CH2:5][CH2:6][N:1]([C:7]4[N:12]=[CH:11][NH:10][C:9](=[O:13])[CH:8]=4)[CH2:2][CH2:3]3)[C:16]=2[O:15][CH2:14]1. Procedure details: 6-(4-Benzo[1,3]dioxol-4-ylmethyl-piperazin-1-yl)-3H -pyrimidin-4-one was prepared using Procedure B from 6-piperazin-1-yl-3H-pyrimidin-4-one (Intermediate 4) and 2,3-(methylenedioxy)benzaldehyde (available from Aldrich). 1H NMR (400 MHz, CDCl3) δ 2.51-2.54 (m, 4H), 3.48-3.58 (m, 6H), 5.35 (s, 1H), 5.95 (s, 2H), 6.74-6.82 (m, 2H), 7.81 (s, 1H). Mass spectrum (ES) MH+=315. Starting materials: CCOC(=O)c1cc2ccncc2[nH]1, CI, [Cl-], [H-], [NH4+], [Na+], CN(C)C=O. The product is CCOC(=O)c1cc2ccncc2n1C. Reaction SMILES: [CH2:3]([CH3:4])[O:5][C:6](=[O:7])[c:8]1[cH:9][c:10]2[c:11]([cH:12][n:13][cH:14][cH:15]2)[nH:16]1.[CH3:17][I:18].[Cl-:19].[H-:2].[NH4+:20].[Na+:1].[O:21]=[CH:22][N:23]([CH3:24])[CH3:25]>>[CH2:3]([CH3:4])[O:5][C:6](=[O:7])[c:8]1[cH:9][c:10]2[c:11]([cH:12][n:13][cH:14][cH:15]2)[n:16]1[CH3:17]. Reactants: C(C)C(=C1C=CC=C1)CC (6,6-diethylfulvene), C[Li] (methyllithium), O (water). Solvent: CCOCC (ether), CCOCC (ether). Product: C(C)C(CC)(C)C1=CC=CC1 ((1-ethyl-1-methylpropyl)cyclopentadiene). Yield: 61.0%. Reaction SMILES: [CH2:1]([C:3]([CH2:9][CH3:10])=[C:4]1[CH:8]=[CH:7][CH:6]=[CH:5]1)[CH3:2].[CH3:11][Li].O>CCOCC>[CH2:1]([C:3]([C:4]1[CH2:8][CH:7]=[CH:6][CH:5]=1)([CH3:11])[CH2:9][CH3:10])[CH3:2]. Procedure: To a solution of 8.00 g (59.6 mol) of 6,6-diethylfulvene in 35 ml of ether, 60.0 ml (68.4 mmol) of an ether solution of methyllithium was dropwise added in a nitrogen atmosphere with ice cooling, followed by stirring at room temperature for one night. Then, 30 ml of water was added. The separated organic phase was washed with water and a saturated saline solution, then dried over magnesium sulfate and filtered. From the filtrate, the solvent was removed under reduced pressure to obtain a liquid.... The reactants are IC (iodomethane), IC1=CC=C(C=C1)CC#N (4-iodophenylacetonitrile), CC(C)([O-])C.[Na+] (sodium tert-butoxide), Cl (HCl), C1(=CC=CC=C1)C (toluene). Run in CN1CCCC1=O.C1CCOC1 (NMP THF), C1CCOC1 (THF), CN1CCCC1=O (NMP). Run at temperature 0 celsius, time 8 hour. The product is IC1=CC=C(C=C1)C(C#N)(C)C (2-(4-Iodophenyl)-2-methylpropanenitrile). RXN SMILES: C[C:2]([CH3:5])([O-])C.[Na+].[I:7][CH3:8].IC1C=CC(C[C:17]#[N:18])=CC=1.Cl.[C:20]1([CH3:26])[CH:25]=[CH:24][CH:23]=C[CH:21]=1>C1COCC1.CN1C(=O)CCC1.C1COCC1.CN1C(=O)CCC1>[I:7][C:8]1[CH:23]=[CH:24][C:25]([C:20]([CH3:21])([CH3:26])[C:17]#[N:18])=[CH:5][CH:2]=1 |f:0.1,7.8|. Procedure: NMP (197 mL, Sigma-Aldrich) was added to a suspension of sodium tert-butoxide (124.0 g, Alfa-Aesar) in THF (197 mL, Univar) under argon. The mixture was cooled to 0° C. and a solution of iodomethane (87.9 mL, Sigma-Aldrich) and 4-iodophenylacetonitrile (78.4 g) in a 50:50 mixture of NMP/THF (173 mL) was added dropwise keeping the internal temperature below 10° C. The mixture was warmed to room temperature and stirred overnight. 2M HCl (930 mL) and toluene (930 mL) were added then the aqueous lay... Reactants: C(C)(C)(C)OC(=O)N1C[C@H](CCC1)C(=O)O ((S)-Piperidine-1,3-dicarboxylic acid 1-tert-butyl ester), Cl (hydrogen chloride). Solvent: C(C)(=O)O (acetic acid). Reaction conditions: temperature 15 celsius, time 4 hour. Product: Cl.N1C[C@H](CCC1)C(=O)O ((S)-Piperidine-3-carboxylic acid hydrochloride). Isolated yield 99.7%. RXN SMILES: C(OC([N:8]1[CH2:13][CH2:12][CH2:11][C@H:10]([C:14]([OH:16])=[O:15])[CH2:9]1)=O)(C)(C)C.[ClH:17]>C(O)(=O)C>[ClH:17].[NH:8]1[CH2:13][CH2:12][CH2:11][C@H:10]([C:14]([OH:16])=[O:15])[CH2:9]1 |f:3.4|. Procedure: (S)-Piperidine-1,3-dicarboxylic acid 1-tert-butyl ester (20 kg, 87.2 mol) was slurried in acetic acid (189 kg) and cooled to 15° C. An excess of hydrogen chloride gas (9.6 kg) was charged and stirred for ˜4 hours to complete deprotection. The slurry was isolated and filter-cake rinsed with acetic acid (2×31.5 kg). The filter cake was then vacuum dried to obtain product (14.4 kg).